Dataset: the Open Reaction Database (ORD), a public repository of structured organic reaction records. Task: describe an organic reaction: reactants, conditions, products, and yield The reactants are C(CCCCCCCCCCCCCCC)NC1=CC=C(C=C1)C#CC(=O)O (4-hexadecylaminophenylpropiolic acid), Cl.C(CCCCCCCCCCCCCCC)NC1=CC=C(C=C1)C#CC(=O)Cl (4-hexadecylaminophenylpropiolic acid chloride hydrochloride). Product: C(CCCCCCCCCCCCCCC)NC1=CC=C(C=C1)C#CC(=O)N (4-(Hexadecylamino)phenylpropiolamide). Reaction SMILES: [CH2:1]([NH:17][C:18]1[CH:23]=[CH:22][C:21]([C:24]#[C:25][C:26]([OH:28])=O)=[CH:20][CH:19]=1)[CH2:2][CH2:3][CH2:4][CH2:5][CH2:6][CH2:7][CH2:8][CH2:9][CH2:10][CH2:11][CH2:12][CH2:13][CH2:14][CH2:15][CH3:16].Cl.C([NH:46]C1C=CC(C#CC(Cl)=O)=CC=1)CCCCCCCCCCCCCCC>>[CH2:1]([NH:17][C:18]1[CH:23]=[CH:22][C:21]([C:24]#[C:25][C:26]([NH2:46])=[O:28])=[CH:20][CH:19]=1)[CH2:2][CH2:3][CH2:4][CH2:5][CH2:6][CH2:7][CH2:8][CH2:9][CH2:10][CH2:11][CH2:12][CH2:13][CH2:14][CH2:15][CH3:16] |f:1.2|. Procedure details: A solution of 4-hexadecylaminophenylpropiolic acid is converted to 4-hexadecylaminophenylpropiolic acid chloride hydrochloride as described in Example 18. After evaporation of the solvent, the unpurified acid chloride is slurried in methylene chloride and treated with anhydrous ammonia as in Example 31. Workup as described therein provides the title compound. Likewise, 4-(hexadecylamino)cinnamamide is prepared from 4-(hexadecylamino)cinnamic acid. The reactants are BrCCC1N(CCN(C1)S(=O)(=O)C1=CC2=CC=C(C=C2C=C1)Cl)C(=O)OC(C)(C)C (2-(2-bromoethyl)-1-(tert-butoxycarbonyl)-4-[(6-chloronaphthalen -2-yl)sulfonyl]piperazine), [C-]#N.[Na+] (sodium cyanide). The solvent is CN(C=O)C (N,N-dimethylformamide). Run at time 8 hour. Yields the product C(C)(C)(C)OC(=O)N1C(CN(CC1)S(=O)(=O)C1=CC2=CC=C(C=C2C=C1)Cl)CCC#N (1-(tert-Butoxycarbonyl)-4-[(6-chloronaphthalen-2-yl)sulfonyl]-2-(2-cyanoethyl)piperazine). Reaction SMILES: Br[CH2:2][CH2:3][CH:4]1[CH2:9][N:8]([S:10]([C:13]2[CH:22]=[CH:21][C:20]3[C:15](=[CH:16][CH:17]=[C:18]([Cl:23])[CH:19]=3)[CH:14]=2)(=[O:12])=[O:11])[CH2:7][CH2:6][N:5]1[C:24]([O:26][C:27]([CH3:30])([CH3:29])[CH3:28])=[O:25].[C-:31]#[N:32].[Na+]>CN(C)C=O>[C:27]([O:26][C:24]([N:5]1[CH2:6][CH2:7][N:8]([S:10]([C:13]2[CH:22]=[CH:21][C:20]3[C:15](=[CH:16][CH:17]=[C:18]([Cl:23])[CH:19]=3)[CH:14]=2)(=[O:12])=[O:11])[CH2:9][CH:4]1[CH2:3][CH2:2][C:31]#[N:32])=[O:25])([CH3:30])([CH3:29])[CH3:28] |f:1.2|. Procedure details: In N,N-dimethylformamide (20 ml) was dissolved 2-(2-bromoethyl)-1-(tert-butoxycarbonyl)-4-[(6-chloronaphthalen -2-yl)sulfonyl]piperazine (980 mg), followed by the addition of sodium cyanide (102 mg). The resulting mixture was stirred overnight at room temperature. The reaction mixture was concentrated under reduced pressure. Ethyl acetate was added to the residue and the resulting mixture was washed with water and saturated aqueous NaCl solution, each once. The organic layer thus extracted was d... The reactants are NC1=NC2=CC(=CC=C2C(=C1)Cl)Cl (2-amino-4,7-dichloroquinoline), BrCC(C(=O)OCC)=O (ethyl bromopyruvate), C1C(C)O1 (propylene oxide). Solvent: C(OC)COC (dimethoxyethane). The product is ClC1=CC=2N(C3=CC(=CC=C13)Cl)C=C(N2)C(=O)OCC (ethyl 5,8-dichloroimidazo-[1,2-a]-quinoline-2-carboxylate). As a reaction SMILES: [NH2:1][C:2]1[CH:11]=[C:10]([Cl:12])[C:9]2[C:4](=[CH:5][C:6]([Cl:13])=[CH:7][CH:8]=2)[N:3]=1.Br[CH2:15][C:16](=O)[C:17]([O:19][CH2:20][CH3:21])=[O:18].C1OC1C>C(COC)OC>[Cl:12][C:10]1[C:9]2[C:4](=[CH:5][C:6]([Cl:13])=[CH:7][CH:8]=2)[N:3]2[CH:15]=[C:16]([C:17]([O:19][CH2:20][CH3:21])=[O:18])[N:1]=[C:2]2[CH:11]=1. Procedure details: 1.8 g of 2-amino-4,7-dichloroquinoline [Hardman and Partridge J.C.S. (1958) p. 641] were reacted with 2.1 g of ethyl bromopyruvate in 60 ml of dimethoxyethane in the presence of 0.7 g of propylene oxide by the method of Example 9 to obtain ethyl 5,8-dichloroimidazo-[1,2-a]-quinoline-2-carboxylate as fine colorless needles melting at 229°-230° C. The reactants are C(C)(=O)OCC (ethyl acetate), FC=1C=C(C(=O)Cl)C=CC1OCCCCCCCCCCCC (3-Fluoro-4-dodecyloxybenzoic acid chloride), OC1=CC=C(C=C1)C1=CC=C(C=C1)C(=O)OC[C@H](CC)C ((S)-2-methylbutyl 4'-hydroxybiphenyl-4-carboxylate), C(Cl)Cl (methylene chloride). The solvent is N1=CC=CC=C1 (pyridine). Product: FC=1C(=C(C(=O)OC2=CC=CC=C2)C=CC1)OCCCCCCCCCCCC (phenyl 3-fluoro-dodecyloxybenzoate). Reaction SMILES: [F:1][C:2]1[CH:3]=[C:4]([CH:8]=[CH:9][C:10]=1[O:11][CH2:12][CH2:13][CH2:14][CH2:15][CH2:16][CH2:17][CH2:18][CH2:19][CH2:20][CH2:21][CH2:22][CH3:23])C(Cl)=O.[OH:24][C:25]1[CH:30]=[CH:29][C:28](C2C=CC(C(OC[C@@H](C)CC)=O)=CC=2)=[CH:27][CH:26]=1.C(Cl)Cl.[C:48](OCC)(=[O:50])C>N1C=CC=CC=1>[F:1][C:2]1[C:10]([O:11][CH2:12][CH2:13][CH2:14][CH2:15][CH2:16][CH2:17][CH2:18][CH2:19][CH2:20][CH2:21][CH2:22][CH3:23])=[C:9]([CH:8]=[CH:4][CH:3]=1)[C:48]([O:24][C:25]1[CH:26]=[CH:27][CH:28]=[CH:29][CH:30]=1)=[O:50]. Reported procedure: 3-Fluoro-4-dodecyloxybenzoic acid chloride (3.32 g: 10 mmols) and 2.84 g (10 mmols) of (S)-2-methylbutyl 4'-hydroxybiphenyl-4-carboxylate were reacted in 10 ml of pyridine and 15 ml of methylene chloride for 3 hours under reflux. After the reaction mixture was left to cool, 50 ml of ethyl acetate was added, and washed twice with 10% hydrochloric acid and once with each of a saturated sodium bicarbonate aqueous solution, water and a saturated sodium chloride aqueous solution. After the reaction p... The reactants are FC=1C=C(C=CC1F)[N+](=O)[O-] (3,4-difluoronitrobenzene), CS(=O)[O-].[Na+] (sodium methanesulfinate), O (water). Solvent: CS(=O)C (DMSO). Reaction conditions: temperature 60 celsius, time 3 hour. Yields the product FC=1C=C(C=CC1S(=O)(=O)C)[N+](=O)[O-] (3-fluoro-4-methanesulfonylnitrobenzene). Yield: 79.0%. RXN SMILES: [F:1][C:2]1[CH:3]=[C:4]([N+:9]([O-:11])=[O:10])[CH:5]=[CH:6][C:7]=1F.[CH3:12][S:13]([O-:15])=[O:14].[Na+].O>CS(C)=O>[F:1][C:2]1[CH:3]=[C:4]([N+:9]([O-:11])=[O:10])[CH:5]=[CH:6][C:7]=1[S:13]([CH3:12])(=[O:15])=[O:14] |f:1.2|. Procedure: 8 g of 3,4-difluoronitrobenzene and 1.01 eq of sodium methanesulfinate (95%) was dissolved in 10 ml of DMSO. The solution was stirred at 60° C. for 3 hours. When the reaction was completed, the solution was added to 100 ml of water to form pale yellow solid, followed by filtration and washing with 50 ml of cool water and 30 ml of n-hexane separately to give 8.8 g of the title compound as a pale yellow solid (yield 79%). Reactants: C(C)(C)(C)OC(=O)N1C(OC[C@H]1C=1SC(=CN1)C1=NC(=CC=C1)NC1=NC=CC(=C1)C)(C)C ((S)-2,2-dimethyl-4-{5-[6-(4-methylpyridin-2-ylamino)pyridin-2-yl]thiazol-2-yl}oxazolidine-3-carboxylic acid tert-butyl ester). Solvent: O1CCCC1 (tetrahydrofuran), C(C)(=O)OCC.Cl (hydrogen chloride-ethyl acetate). Run at temperature 60 celsius, time 5 hour. The product is N[C@@H](CO)C=1SC(=CN1)C1=NC(=CC=C1)NC1=NC=CC(=C1)C ((S)-2-amino-2-{5-[6-(4-methylpyridin-2-ylamino)pyridin-2-yl]thiazol-2-yl}ethanol). Isolated yield 44.2%. RXN SMILES: C(OC([N:8]1[C@H:12]([C:13]2[S:14][C:15]([C:18]3[CH:23]=[CH:22][CH:21]=[C:20]([NH:24][C:25]4[CH:30]=[C:29]([CH3:31])[CH:28]=[CH:27][N:26]=4)[N:19]=3)=[CH:16][N:17]=2)[CH2:11][O:10]C1(C)C)=O)(C)(C)C>O1CCCC1.C(OCC)(=O)C.Cl>[NH2:8][C@H:12]([C:13]1[S:14][C:15]([C:18]2[CH:23]=[CH:22][CH:21]=[C:20]([NH:24][C:25]3[CH:30]=[C:29]([CH3:31])[CH:28]=[CH:27][N:26]=3)[N:19]=2)=[CH:16][N:17]=1)[CH2:11][OH:10] |f:2.3|. Procedure: To a solution of (S)-2,2-dimethyl-4-{5-[6-(4-methylpyridin-2-ylamino)pyridin-2-yl]thiazol-2-yl}oxazolidine-3-carboxylic acid tert-butyl ester (1.90 g, 4.06 mmol) obtained in Example 12 in tetrahydrofuran (10 ml), 4N hydrogen chloride-ethyl acetate solution (10 ml) was added and stirred at 60° C. for 5 hours. After the reaction solution was concentrated, it was neutralized with a saturated aqeous sodium bicarbonate, and extracted with ethyl acetate. After the organic layer was washed with a satur...